Task: describe an organic reaction: reactants, conditions, products, and yield. Dataset: the Open Reaction Database (ORD), a public repository of structured organic reaction records Reactants: C[Si](C)(C)[N-][Si](C)(C)C, CN(C)C=O, CN1CCN(c2cc(I)c(NC(=O)C(C)(C)c3cc(C(F)(F)F)cc(C(F)(F)F)c3)cn2)CC1, CI, [K+], C1CCOC1. Yields the product CN1CCN(c2cc(I)c(N(C)C(=O)C(C)(C)c3cc(C(F)(F)F)cc(C(F)(F)F)c3)cn2)CC1. RXN SMILES: [CH3:35][Si:36]([N-:37][Si:38]([CH3:39])([CH3:40])[CH3:41])([CH3:42])[CH3:43].[CH3:47][N:48]([CH3:49])[CH:50]=[O:51].[F:1][C:2]([c:3]1[cH:4][c:5]([C:13]([C:14](=[O:15])[NH:16][c:17]2[cH:18][n:19][c:20]([N:24]3[CH2:25][CH2:26][N:27]([CH3:30])[CH2:28][CH2:29]3)[cH:21][c:22]2[I:23])([CH3:31])[CH3:32])[cH:6][c:7]([C:9]([F:10])([F:11])[F:12])[cH:8]1)([F:33])[F:34].[I:45][CH3:46].[K+:44].[O:52]1[CH2:53][CH2:54][CH2:55][CH2:56]1>>[F:1][C:2]([c:3]1[cH:4][c:5]([C:13]([C:14](=[O:15])[N:16]([c:17]2[cH:18][n:19][c:20]([N:24]3[CH2:25][CH2:26][N:27]([CH3:30])[CH2:28][CH2:29]3)[cH:21][c:22]2[I:23])[CH3:35])([CH3:31])[CH3:32])[cH:6][c:7]([C:9]([F:10])([F:11])[F:12])[cH:8]1)([F:33])[F:34]. Starting materials: N1=CC=C(C=C1)C=1C2=C(C(NN1)=O)C=CS2 (7-(pyridin-4-yl)thieno[3,2-d]pyridazin-4(5H)-one), N1=C(C=CC2=CC=CC=C12)CCO (2-quinolin-2-yl-ethanol), C1=CC=C(C=C1)P(C2=CC=CC=C2)C3=CC=CC=C3 (PPh3), CCOC(=O)/N=N/C(=O)OCC (DEAD). The solvent is C(Cl)Cl (DCM). Conditions: time 3 hour. The product is N1=CC=C(C=C1)C1=NN(C(C2=C1SC=C2)=O)CCC2=NC1=CC=CC=C1C=C2 (7-(Pyridin-4-yl)-5-[2-(quinolin-2-yl)ethyl]thieno[2,3-d]pyridazin-4(5H)-one). The yield is 11.8%. RXN SMILES: [N:1]1[CH:6]=[CH:5][C:4]([C:7]2[C:8]3[S:16][CH:15]=[CH:14][C:9]=3[C:10](=[O:13])[NH:11][N:12]=2)=[CH:3][CH:2]=1.[N:17]1[C:26]2[C:21](=[CH:22][CH:23]=[CH:24][CH:25]=2)[CH:20]=[CH:19][C:18]=1[CH2:27][CH2:28]O.C1C=CC(P(C2C=CC=CC=2)C2C=CC=CC=2)=CC=1.CCOC(/N=N/C(OCC)=O)=O>C(Cl)Cl>[N:1]1[CH:2]=[CH:3][C:4]([C:7]2[C:8]3[S:16][CH:15]=[CH:14][C:9]=3[C:10](=[O:13])[N:11]([CH2:28][CH2:27][C:18]3[CH:19]=[CH:20][C:21]4[C:26](=[CH:25][CH:24]=[CH:23][CH:22]=4)[N:17]=3)[N:12]=2)=[CH:5][CH:6]=1. Reported procedure: To a solution of 7-(pyridin-4-yl)thieno[3,2-d]pyridazin-4(5H)-one (100 mg, 0.44 mmol) from example 2.3, 2-quinolin-2-yl-ethanol from example a1 (83 mg, 0.48 mmol) and PPh3 (343 mg, 1.31 mmol) in DCM (10 mL), DEAD (228 mg, 1.31 mmol) was added dropwise. The mixture stirred at room temperature for 3 h, concentrated and the purified by Prep-HPLC to give the title compound as a white solid (20 mg, 11.8% yield).